Dataset: the Open Reaction Database (ORD), a public repository of structured organic reaction records. Task: describe an organic reaction: reactants, conditions, products, and yield Reactants: [Si]([O-])([O-])([O-])[O-].[Na+].[Na+].[Na+].[Na+] (sodium silicate), [OH-].[K+] (potassium hydroxide). Yields the product [Si]([O-])([O-])([O-])[O-].[K+].[K+].[K+].[K+] (potassium orthosilicate). As a reaction SMILES: [Si:1]([O-:5])([O-:4])([O-:3])[O-:2].[Na+].[Na+].[Na+].[Na+].[OH-].[K+:11]>>[Si:1]([O-:5])([O-:4])([O-:3])[O-:2].[K+:11].[K+:11].[K+:11].[K+:11] |f:0.1.2.3.4,5.6,7.8.9.10.11|. Procedure: The second bleaching liquor requires that sodium silicate (water glass), preferably 42° Be (Na2SiO3 and water), be first mixed and thus reacted with potassium hydroxide (KOH) to form potassium orthosilicate as follows: Starting materials: CC(=O)O[BH-](OC(C)=O)OC(C)=O, CN(C)c1cccc(C(=NOCc2cccc(N)n2)c2nnnn2C)c1, ClCCCl, ClCCl, [Na+], [Na+], [OH-], O=CCCc1ccccc1. Product: CN(C)c1cccc(C(=NOCc2cccc(NCCCc3ccccc3)n2)c2nnnn2C)c1. As a reaction SMILES: [C:37]([O:38][BH-:39]([O:40][C:41](=[O:42])[CH3:43])[O:44][C:45](=[O:46])[CH3:47])(=[O:48])[CH3:49].[CH3:1][N:2]([c:3]1[cH:4][c:5]([C:9]([c:10]2[n:11][n:12][n:13][n:14]2[CH3:15])=[N:16][O:17][CH2:18][c:19]2[cH:20][cH:21][cH:22][c:23]([NH2:25])[n:24]2)[cH:6][cH:7][cH:8]1)[CH3:26].[Cl:51][CH2:52][CH2:53][Cl:54].[Cl:55][CH2:56][Cl:57].[Na+:50].[Na+:59].[OH-:58].[c:27]1([CH2:33][CH2:34][CH:35]=[O:36])[cH:28][cH:29][cH:30][cH:31][cH:32]1>>[CH3:1][N:2]([c:3]1[cH:4][c:5]([C:9]([c:10]2[n:11][n:12][n:13][n:14]2[CH3:15])=[N:16][O:17][CH2:18][c:19]2[cH:20][cH:21][cH:22][c:23]([NH:25][CH2:35][CH2:34][CH2:33][c:27]3[cH:28][cH:29][cH:30][cH:31][cH:32]3)[n:24]2)[cH:6][cH:7][cH:8]1)[CH3:26]. Reactants: C(OCCC(C1=CC=C(C=C1)Cl)=O)([O-])=O (p-chlorobenzoyl-ethyl carbonate). The reagents and catalysts are [Pd] (Pd). Run in C(C)(=O)O (acetic acid). Run at time 10 hour. Yields the product ClC1=CC=C(CO)C=C1 (p-chlorobenzyl-alcohol). The yield is 82.1%. Reaction SMILES: C(=O)([O-])OCC[C:5](=[O:13])[C:6]1[CH:11]=[CH:10][C:9]([Cl:12])=[CH:8][CH:7]=1>[Pd].C(O)(=O)C>[Cl:12][C:9]1[CH:10]=[CH:11][C:6]([CH2:5][OH:13])=[CH:7][CH:8]=1. Procedure: 100 ml of glacial acetic acid and 5 g of 5% Pd on C are added to a solution of p-chlorobenzoyl-ethyl carbonate (22.8 g=0.1 moles). The mixture is reduced in a PARR apparatus for 10 hours at 60° and under a pressure of 200 psi (14 atm) of H2. We proceed as in Example II. We obtain 11.7 g (82%) of a product having the following characteristics: The reactants are ClCCS(=O)(=O)Cl (2-chloroethanesulfonyl chloride), [H-].[Na+] (NaH), FC(C)(F)C=1C=C(OC2=CC=C(C=C2)C=2C(=NC=CC2)N)C=CC1 (3-(4-(3-(1,1-difluoroethyl)phenoxy)phenyl)pyridin-2-amine). Solvent: C1CCOC1 (THF), C1CCOC1 (THF). Reaction conditions: time 10 minute. Yields the product FC(C)(F)C=1C=C(OC2=CC=C(C=C2)C2=CC=CN3C2=NS(CC3)(=O)=O)C=CC1 (9-{4-[3-(1,1-difluoroethyl)phenoxy]phenyl}-3,4-dihydropyrido[2,1-c][1,2,4]thiadiazine 2,2-dioxide). As a reaction SMILES: [H-].[Na+].Cl[CH2:4][CH2:5][S:6](Cl)(=[O:8])=[O:7].[F:10][C:11]([C:14]1[CH:15]=[C:16]([CH:31]=[CH:32][CH:33]=1)[O:17][C:18]1[CH:23]=[CH:22][C:21]([C:24]2[C:25]([NH2:30])=[N:26][CH:27]=[CH:28][CH:29]=2)=[CH:20][CH:19]=1)([F:13])[CH3:12]>C1COCC1>[F:10][C:11]([C:14]1[CH:15]=[C:16]([CH:31]=[CH:32][CH:33]=1)[O:17][C:18]1[CH:19]=[CH:20][C:21]([C:24]2[C:25]3=[N:30][S:6](=[O:8])(=[O:7])[CH2:5][CH2:4][N:26]3[CH:27]=[CH:28][CH:29]=2)=[CH:22][CH:23]=1)([F:13])[CH3:12] |f:0.1|. Procedure details: To a suspension of NaH (60%, 306 mg) in THF (dry) (25 mL) was added 2-chloroethanesulfonyl chloride (0.483 mL) at 0° C. and the mixture was stirred for 10 min at the same temperature. A solution of 3-(4-(3-(1,1-difluoroethyl)phenoxy)phenyl)pyridin-2-amine (499 mg) in THF (dry) (15 mL) was added at 0° C. and the mixture was stirred at room temperature under a dry atmosphere with anhydrous calcium chloride tube overnight. The mixture was quenched with water/THF then water at 0° C. and extracted wi... Reactants: ice ammonia, C1(=CC=CC=C1)C=1NC2=CC=CC=C2C1 (2-Phenylindole), O.Cl.N1CCC(CC1)=O (4-piperidone hydrochloride hydrate), P(O)(O)(O)=O (phosphoric acid), CCOC(=O)C (EtOAc). Solvent: CC(=O)O (AcOH). Conditions: time 6 hour. The product is N1CCC(=CC1)C1=C(NC2=CC=CC=C12)C1=CC=CC=C1 (3-(1,2,3,6-Tetrahydropyridin-4-yl)-2-phenyl-1H-indole). Isolated yield 72.9%. As a reaction SMILES: [C:1]1([C:7]2[NH:8][C:9]3[C:14]([CH:15]=2)=[CH:13][CH:12]=[CH:11][CH:10]=3)[CH:6]=[CH:5][CH:4]=[CH:3][CH:2]=1.O.Cl.[NH:18]1[CH2:23][CH2:22][C:21](=O)[CH2:20][CH2:19]1.P(=O)(O)(O)O.CCOC(C)=O>CC(O)=O>[NH:18]1[CH2:19][CH:20]=[C:21]([C:15]2[C:14]3[C:9](=[CH:10][CH:11]=[CH:12][CH:13]=3)[NH:8][C:7]=2[C:1]2[CH:6]=[CH:5][CH:4]=[CH:3][CH:2]=2)[CH2:22][CH2:23]1 |f:1.2.3|. Reported procedure: 2-Phenylindole (25 g, 130 mmol) was stirred at 80° C. in AcOH (200 ml), and 4-piperidone hydrochloride hydrate (50 g, 376 mmol) and 1M phosphoric acid (100 ml) added. After a further 6 h, the mixture was poured into ice/ammonia, and extracted with EtOAc (3×200 ml). The combined organic layers were washed with water and brine, dried, and evaporated in vacuo to give a pale yellow solid. This was suspended in boiling EtOAc (200 ml), cooled to room temperature overnight, and the solid collected, was...